Task: describe an organic reaction: reactants, conditions, products, and yield. Dataset: the Open Reaction Database (ORD), a public repository of structured organic reaction records The reactants are CC(Oc1ccc(Cl)cc1Cc1cc(Cl)ccc1OCC(=O)OCc1ccccc1)C(=O)N1CCCC1, CO, [Na+], [OH-]. Product: CC(Oc1ccc(Cl)cc1Cc1cc(Cl)ccc1OCC(=O)O)C(=O)N1CCCC1. Reaction SMILES: [CH2:1]([c:2]1[cH:3][cH:4][cH:5][cH:6][cH:7]1)[O:8][C:9]([CH2:10][O:11][c:12]1[c:13]([CH2:19][c:20]2[c:21]([O:27][CH:28]([C:29]([N:30]3[CH2:31][CH2:32][CH2:33][CH2:34]3)=[O:35])[CH3:36])[cH:22][cH:23][c:24]([Cl:26])[cH:25]2)[cH:14][c:15]([Cl:18])[cH:16][cH:17]1)=[O:37].[CH3:40][OH:41].[Na+:39].[OH-:38]>>[O:8]=[C:9]([CH2:10][O:11][c:12]1[c:13]([CH2:19][c:20]2[c:21]([O:27][CH:28]([C:29]([N:30]3[CH2:31][CH2:32][CH2:33][CH2:34]3)=[O:35])[CH3:36])[cH:22][cH:23][c:24]([Cl:26])[cH:25]2)[cH:14][c:15]([Cl:18])[cH:16][cH:17]1)[OH:37]. Starting materials: COc1c(C(C)(C)C)cc(C(=O)O)cc1S(C)(=O)=O, Cc1ccccc1, CN(C)C=O, O=S(Cl)Cl. Yields the product COc1c(C(C)(C)C)cc(C(=O)Cl)cc1S(C)(=O)=O. As a reaction SMILES: [C:1]([CH3:2])([CH3:3])([CH3:4])[c:5]1[cH:6][c:7]([C:8](=[O:9])[OH:10])[cH:11][c:12]([S:16](=[O:17])(=[O:18])[CH3:19])[c:13]1[O:14][CH3:15].[CH3:20][c:21]1[cH:22][cH:23][cH:24][cH:25][cH:26]1.[CH3:31][N:32]([CH3:33])[CH:34]=[O:35].[S:27]([Cl:28])([Cl:29])=[O:30]>>[C:1]([CH3:2])([CH3:3])([CH3:4])[c:5]1[cH:6][c:7]([C:8](=[O:9])[Cl:29])[cH:11][c:12]([S:16](=[O:17])(=[O:18])[CH3:19])[c:13]1[O:14][CH3:15].